This data is from the Open Reaction Database (ORD), a public repository of structured organic reaction records. The task is: describe an organic reaction: reactants, conditions, products, and yield Starting materials: CC(C)(C)OC(=O)CC(N)c1ccccc1, [Na+], [Na+], O=C([O-])[O-]. Yields the product COC(=O)CC(N)c1ccccc1. RXN SMILES: [NH2:1][CH:2]([CH2:3][C:4](=[O:5])[O:6][C:7]([CH3:8])([CH3:9])[CH3:10])[c:11]1[cH:12][cH:13][cH:14][cH:15][cH:16]1.[Na+:17].[Na+:18].[O-:19][C:20](=[O:21])[O-:22]>>[NH2:1][CH:2]([CH2:3][C:4](=[O:5])[O:6][CH3:7])[c:11]1[cH:12][cH:13][cH:14][cH:15][cH:16]1.